Dataset: the Open Reaction Database (ORD), a public repository of structured organic reaction records. Task: describe an organic reaction: reactants, conditions, products, and yield Yields the product CC(CNC1=NC(=NC(=C1)N1CCNCC1)N1CCCC1)(C)C (4-(2,2-dimethylpropylamino)-6-(1-piperazinyl)-2-pyrrolidinopyrimidine). Isolated yield 76.0%. Reported procedure: The reaction of 4-chloro-6-(2,2-dimethylpropylamino)-2-pyrrolidinopyrimidine with piperazine as described in Example 4 gives the title compound in a yield of 76.0%, m.p.: 140°-145° C. Reactants: ClC1=NC(=NC(=C1)NCC(C)(C)C)N1CCCC1 (4-chloro-6-(2,2-dimethylpropylamino)-2-pyrrolidinopyrimidine), N1CCNCC1 (piperazine). As a reaction SMILES: Cl[C:2]1[CH:7]=[C:6]([NH:8][CH2:9][C:10]([CH3:13])([CH3:12])[CH3:11])[N:5]=[C:4]([N:14]2[CH2:18][CH2:17][CH2:16][CH2:15]2)[N:3]=1.[NH:19]1[CH2:24][CH2:23][NH:22][CH2:21][CH2:20]1>>[CH3:11][C:10]([CH3:13])([CH3:12])[CH2:9][NH:8][C:6]1[CH:7]=[C:2]([N:19]2[CH2:24][CH2:23][NH:22][CH2:21][CH2:20]2)[N:3]=[C:4]([N:14]2[CH2:18][CH2:17][CH2:16][CH2:15]2)[N:5]=1.